Task: describe an organic reaction: reactants, conditions, products, and yield. Dataset: the Open Reaction Database (ORD), a public repository of structured organic reaction records The reactants are CC(C)Cc1ccc(C(C)C(=O)O)cc1, ClCCl, NCCCCN. The product is CC(C)Cc1ccc(C(C)C(=O)NCCCCN)cc1. RXN SMILES: [CH3:7][CH:8]([CH3:9])[CH2:10][c:11]1[cH:12][cH:13][c:14]([CH:17]([CH3:18])[C:19]([OH:20])=[O:21])[cH:15][cH:16]1.[Cl:22][CH2:23][Cl:24].[NH2:1][CH2:2][CH2:3][CH2:4][CH2:5][NH2:6]>>[NH:1]([CH2:2][CH2:3][CH2:4][CH2:5][NH2:6])[C:19]([CH:17]([c:14]1[cH:13][cH:12][c:11]([CH2:10][CH:8]([CH3:7])[CH3:9])[cH:16][cH:15]1)[CH3:18])=[O:20]. Starting materials: Cc1cc(N2CCC(N3CCCC3C)C2)ccc1N, Cc1cc(C)nc(Nc2ccc(C(=O)O)cc2)n1. Yields the product Cc1cc(C)nc(Nc2ccc(C(=O)Nc3ccc(N4CCC(N5CCCC5C)C4)cc3C)cc2)n1. RXN SMILES: [CH3:1][c:2]1[c:3]([NH2:19])[cH:4][cH:5][c:6]([N:8]2[CH2:9][CH:10]([N:13]3[CH:14]([CH3:18])[CH2:15][CH2:16][CH2:17]3)[CH2:11][CH2:12]2)[cH:7]1.[CH3:20][c:21]1[n:22][c:23]([NH:28][c:29]2[cH:30][cH:31][c:32]([C:33](=[O:34])[OH:35])[cH:36][cH:37]2)[n:24][c:25]([CH3:27])[cH:26]1>>[CH3:1][c:2]1[c:3]([NH:19][C:33]([c:32]2[cH:31][cH:30][c:29]([NH:28][c:23]3[n:22][c:21]([CH3:20])[cH:26][c:25]([CH3:27])[n:24]3)[cH:37][cH:36]2)=[O:34])[cH:4][cH:5][c:6]([N:8]2[CH2:9][CH:10]([N:13]3[CH:14]([CH3:18])[CH2:15][CH2:16][CH2:17]3)[CH2:11][CH2:12]2)[cH:7]1. Starting materials: [C-]#N, CI, CO, [Na+], [Na+], [OH-], CN(C)Cc1ccc2c(CCc3ccccc3)nccn12. The product is N#CCc1ccc2c(CCc3ccccc3)nccn12. RXN SMILES: [C-:24]#[N:25].[CH3:22][I:23].[CH3:29][OH:30].[Na+:26].[Na+:28].[OH-:27].[c:1]1([CH2:7][CH2:8][c:9]2[c:10]3[n:11]([cH:12][cH:13][n:14]2)[c:15]([CH2:18][N:19]([CH3:20])[CH3:21])[cH:16][cH:17]3)[cH:2][cH:3][cH:4][cH:5][cH:6]1>>[c:1]1([CH2:7][CH2:8][c:9]2[c:10]3[n:11]([cH:12][cH:13][n:14]2)[c:15]([CH2:18][C:24]#[N:25])[cH:16][cH:17]3)[cH:2][cH:3][cH:4][cH:5][cH:6]1.